The task is: describe an organic reaction: reactants, conditions, products, and yield. This data is from the Open Reaction Database (ORD), a public repository of structured organic reaction records. The reactants are 4A, COC1=CSC=C1OC (3,4-Dimethoxythiophene), C(C)C(CO)(CO)CC (2,2-diethyl-1,3-propanediol), C=1(C(=CC=CC1)S(=O)(=O)O)C (toluenesulfonic acid). RXN SMILES: [CH3:1][O:2][C:3]1[C:7]([O:8][CH3:9])=[CH:6][S:5][CH:4]=1.[CH2:10]([C:12]([CH2:17][CH3:18])(CO)CO)[CH3:11].C1(C)C(S(O)(=O)=O)=CC=CC=1>C1(C)C=CC=CC=1>[CH2:10]([C:12]1([CH2:17][CH3:18])[CH2:1][O:2][C:3]2=[CH:4][S:5][CH:6]=[C:7]2[O:8][CH2:9]1)[CH3:11]. Product: C(C)C1(COC=2C(OC1)=CSC2)CC (3,3-diethyl-3,4-dihydro-2H-thieno[3,4-b][1,4]dioxepine). Yield: 68.0%. Run at temperature 25 celsius. Reported procedure: 3,4-Dimethoxythiophene (5.0 g, 34.7 mmol), 2,2-diethyl-1,3-propanediol (36.4 mmol), toluenesulfonic acid (0.2 g), and dry toluene (200 mL) were placed in a 500 mL round bottom flask equipped with a soxhlet extractor that contained a molecular sieve (4A)-filled extraction thimble. The solution was refluxed for 12 h under argon atmosphere, then cooled to 25° C. The solvent was removed under reduced pressure, the mixture diluted with 250 mL diethyl ether, extracted with 5% ammonium hydroxide (200 m... The solvent is C1(=CC=CC=C1)C (toluene). Reactants: C1(CCCCC1)N=C=NC1CCCCC1 (N,N'-dicyclohexylcarbodiimide), ClC1=C(OCC(=O)O)C=CC(=C1)Cl (2,4-dichlorophenoxyacetic acid), Cl.COC(CC[C@@H](CF)N)=O ((S)-4-amino-5-fluoropentanoic acid methyl ester, hydrochloride), CN(C)C (trimethylamine). Reagents/catalysts: C(C)(=O)O (acetic acid). Run in C(Cl)Cl (methylene chloride). Run at time 30 minute. Product: ClC1=C(OCC(=O)N[C@@H](CCC(=O)OC)CF)C=CC(=C1)Cl ((S)-4-((2,4-dichlorophenoxyacetyl)amino)-5-fluoropentanoic acid, methyl ester). As a reaction SMILES: [Cl:1][C:2]1[CH:12]=[C:11]([Cl:13])[CH:10]=[CH:9][C:3]=1[O:4][CH2:5][C:6]([OH:8])=O.Cl.[CH3:15][O:16][C:17](=[O:24])[CH2:18][CH2:19][C@H:20]([NH2:23])[CH2:21][F:22].CN(C)C.C1(N=C=NC2CCCCC2)CCCCC1>C(O)(=O)C.C(Cl)Cl>[Cl:1][C:2]1[CH:12]=[C:11]([Cl:13])[CH:10]=[CH:9][C:3]=1[O:4][CH2:5][C:6]([NH:23][C@H:20]([CH2:21][F:22])[CH2:19][CH2:18][C:17]([O:16][CH3:15])=[O:24])=[O:8] |f:1.2|. Procedure details: 0.70 g of 2,4-dichlorophenoxyacetic acid, 0.59 g of 4 and 0.44 ml of trimethylamine were mixed with 75 ml of methylene chloride, and the mixture was stirred at room temperature for 30 minutes. Then, 0.65 g of N,N'-dicyclohexylcarbodiimide was added and the mixture was stirred at room temperature overnight. Several drops of glacial acetic acid were added and the mixture was filtered. The filtrate was washed successively with water, 1N hydrochloric acid, and half-saturated aqueous sodium bicarbona... The reactants are CC(C(=O)OC(C)(C)C)N1CCC(NS(=O)(=O)c2ccc3cc(Cl)ccc3c2)C1=O, ClCCl, O=C(O)C(F)(F)F. The product is CC(C(=O)O)N1CCC(NS(=O)(=O)c2ccc3cc(Cl)ccc3c2)C1=O. RXN SMILES: [Cl:1][c:2]1[cH:3][c:4]2[cH:5][cH:6][c:7]([S:12](=[O:13])(=[O:14])[NH:15][CH:16]3[C:17](=[O:30])[N:18]([CH:21]([C:22](=[O:23])[O:24][C:25]([CH3:26])([CH3:27])[CH3:28])[CH3:29])[CH2:19][CH2:20]3)[cH:8][c:9]2[cH:10][cH:11]1.[Cl:38][CH2:39][Cl:40].[OH:31][C:32]([C:33]([F:34])([F:35])[F:36])=[O:37]>>[Cl:1][c:2]1[cH:3][c:4]2[cH:5][cH:6][c:7]([S:12](=[O:13])(=[O:14])[NH:15][CH:16]3[C:17](=[O:30])[N:18]([CH:21]([C:22](=[O:23])[OH:24])[CH3:29])[CH2:19][CH2:20]3)[cH:8][c:9]2[cH:10][cH:11]1. Starting materials: ClC1=C(C(=CC=C1)Cl)O (2,6-dichlorophenol), C([O-])([O-])=O.[K+].[K+] (potassium carbonate), C(CC)S (propanethiol), BrC(C(C(F)(F)F)(Br)F)(F)F (1,2-dibromohexafluoropropane). The solvent is CN(C=O)C (N,N-dimethylformamide). Product: BrC(C(OC1=C(C=CC=C1Cl)Cl)(F)F)(C(F)(F)F)F (2-(2-bromo-1,1,2,3,3,3-hexafluoropropanoxy)-1,3-dichlorobenzene). Isolated yield 84.2%. As a reaction SMILES: [Cl:1][C:2]1[CH:7]=[CH:6][CH:5]=[C:4]([Cl:8])[C:3]=1[OH:9].C(=O)([O-])[O-].[K+].[K+].C(S)CC.Br[C:21]([F:30])([F:29])[C:22]([F:28])([Br:27])[C:23]([F:26])([F:25])[F:24]>CN(C)C=O>[Br:27][C:22]([F:28])([C:23]([F:26])([F:25])[F:24])[C:21]([F:30])([F:29])[O:9][C:3]1[C:2]([Cl:1])=[CH:7][CH:6]=[CH:5][C:4]=1[Cl:8] |f:1.2.3|. Procedure details: In a manner similar to Step A of Example 1, the reaction of 16.3 g (0.10 mole) 2,6-dichlorophenol, 13.8 g (0.10 mole) potassium carbonate, 1.0 g (0.013 mole) propanethiol, 62.0 g (0.20 mole) 1,2-dibromohexafluoropropane, and 125 ml of N,N-dimethylformamide produced 33.0 g of 2-(2-bromo-1,1,2,3,3,3-hexafluoropropanoxy)-1,3-dichlorobenzene as an oil. The ir spectra was consistent with the proposed structure. Reactants: ClC(Cl)(Cl)Cl, S=C(S)c1ccccc1, C=COC(C)=O. Product: CC(=O)OC(C)SC(=S)c1ccccc1. RXN SMILES: [C:16]([Cl:17])([Cl:18])([Cl:19])[Cl:20].[C:1]([c:2]1[cH:3][cH:4][cH:5][cH:6][cH:7]1)(=[S:8])[SH:9].[CH3:10][C:11](=[O:12])[O:13][CH:14]=[CH2:15]>>[C:1]([c:2]1[cH:3][cH:4][cH:5][cH:6][cH:7]1)(=[S:8])[S:9][CH:14]([O:13][C:11]([CH3:10])=[O:12])[CH3:15]. Reactants: CSC=1C=2C3=C(C(NC3=CC1)=O)C=CC2 (6-(Methylthio)-benz[cd]indol-2(1H)-one), C(C)(=O)OC(C)=O (acetic anhydride). Yields the product C(C)(=O)N1C(C2=C3C(C(=CC=C13)SC)=CC=C2)=O (1-Acetyl-6-(methylthio)-benz[cd]indol-2-(1H)-one). Reaction SMILES: [CH3:1][S:2][C:3]1[C:4]2[C:5]3[C:9](=[CH:10][CH:11]=1)[NH:8][C:7](=[O:12])[C:6]=3[CH:13]=[CH:14][CH:15]=2.[C:16](OC(=O)C)(=[O:18])[CH3:17]>>[C:16]([N:8]1[C:9]2[C:5]3[C:4](=[CH:15][CH:14]=[CH:13][C:6]=3[C:7]1=[O:12])[C:3]([S:2][CH3:1])=[CH:11][CH:10]=2)(=[O:18])[CH3:17]. Procedure details: A mixture of 1 g of 6-(methylthio)-benz[cd]-indol-2(1H)-one (Example 2) and 10 ml of acetic anhydride is stirred and heated at reflux for 2 hours, cooled and filtered. The cake is washed with ethanol and ether then dried. The dried cake is suspended in 15 ml of hot ethanol, filtered and the cake crystallized from 150 ml of ethanol to afford the desired product as a solid. The reactants are CC#N, COC(OC)c1ccc([N+](=O)[O-])c(Nc2nc(-c3cccc(Cl)c3)c(C(N)=O)s2)c1, Cl. The product is NC(=O)c1sc(Nc2cc(C=O)ccc2[N+](=O)[O-])nc1-c1cccc(Cl)c1. As a reaction SMILES: [CH3:32][C:33]#[N:34].[Cl:1][c:2]1[cH:3][c:4](-[c:8]2[n:9][c:10]([NH:16][c:17]3[c:18]([N+:28](=[O:29])[O-:30])[cH:19][cH:20][c:21]([CH:23]([O:24][CH3:27])[O:25][CH3:26])[cH:22]3)[s:11][c:12]2[C:13](=[O:14])[NH2:15])[cH:5][cH:6][cH:7]1.[ClH:31]>>[Cl:1][c:2]1[cH:3][c:4](-[c:8]2[n:9][c:10]([NH:16][c:17]3[c:18]([N+:28](=[O:29])[O-:30])[cH:19][cH:20][c:21]([CH:23]=[O:24])[cH:22]3)[s:11][c:12]2[C:13](=[O:14])[NH2:15])[cH:5][cH:6][cH:7]1. The reactants are CC(=O)O[BH-](OC(C)=O)OC(C)=O, CCN, CC#N, [Na+], O=C1CCC2(CC1)OCCO2. Yields the product CCNC1CCC2(CC1)OCCO2. Reaction SMILES: [C:15]([O:16][BH-:17]([O:18][C:19](=[O:20])[CH3:21])[O:22][C:23](=[O:24])[CH3:25])(=[O:26])[CH3:27].[CH3:12][CH2:13][NH2:14].[CH3:29][C:30]#[N:31].[Na+:28].[O:1]1[CH2:2][CH2:3][O:4][C:5]12[CH2:6][CH2:7][C:8](=[O:11])[CH2:9][CH2:10]2>>[O:1]1[CH2:2][CH2:3][O:4][C:5]12[CH2:6][CH2:7][CH:8]([NH:14][CH2:13][CH3:12])[CH2:9][CH2:10]2. Reactants: C[C@H](CC#C)O ((R)-pent-4-yn-2-ol), FC=1C(=C2/C(/C(NC2=CC1)=O)=C/C1=C(N=CN1)C)I ((Z)-1,3-dihydro-5-fluoro-4-iodo-3-[(4-methyl-1H-imidazol-5-yl)methylene]-2H-indol-2-one), FC=1C(=C2/C(/C(NC2=CC1)=O)=C/C1=C(N=CN1)C)I ((Z)-1,3-dihydro-5-fluoro-4-iodo-3-[(4-methyl-1H-imidazol-5-yl)methylene]-2H-indol-2-one). Reagents/catalysts: C=1C=CC(=CC1)[P](C=2C=CC=CC2)(C=3C=CC=CC3)[Pd]([P](C=4C=CC=CC4)(C=5C=CC=CC5)C=6C=CC=CC6)([P](C=7C=CC=CC7)(C=8C=CC=CC8)C=9C=CC=CC9)[P](C=1C=CC=CC1)(C=1C=CC=CC1)C=1C=CC=CC1 ((Ph3P)4Pd). Run in CN(C)C=O (DMF), CCN(CC)CC (Et3N). The product is FC=1C(=C2/C(/C(NC2=CC1)=O)=C/C1=C(N=CN1)C)C#CC[C@@H](C)O ((R)-(Z)-1,3-Dihydro-5-fluoro-4-(4-hydroxy-1-pentynyl)-3-[(4-methyl-1H-imidazol-5-yl)methylene]-2H-indol-2-one). RXN SMILES: [CH3:1][C@@H:2]([OH:6])[CH2:3][C:4]#[CH:5].[F:7][C:8]1[C:9](I)=[C:10]2[C:14](=[CH:15][CH:16]=1)[NH:13][C:12](=[O:17])/[C:11]/2=[CH:18]\[C:19]1[NH:23][CH:22]=[N:21][C:20]=1[CH3:24]>CN(C=O)C.CCN(CC)CC.C1C=CC([P]([Pd]([P](C2C=CC=CC=2)(C2C=CC=CC=2)C2C=CC=CC=2)([P](C2C=CC=CC=2)(C2C=CC=CC=2)C2C=CC=CC=2)[P](C2C=CC=CC=2)(C2C=CC=CC=2)C2C=CC=CC=2)(C2C=CC=CC=2)C2C=CC=CC=2)=CC=1>[F:7][C:8]1[C:9]([C:5]#[C:4][CH2:3][C@H:2]([OH:6])[CH3:1])=[C:10]2[C:14](=[CH:15][CH:16]=1)[NH:13][C:12](=[O:17])/[C:11]/2=[CH:18]\[C:19]1[NH:23][CH:22]=[N:21][C:20]=1[CH3:24] |^1:41,43,62,81|. Reported procedure: Using Method C above, (R)-pent-4-yn-2-ol (68 mg, 0.82 mmol) (see Example 78 below) was coupled with (Z)-1,3-dihydro-5-fluoro-4-iodo-3-[(4-methyl-1H-imidazol-5-yl)methylene]-2H-indol-2-one (100 mg, 0.27 mmol) (Starting Material 3 supra) using (Ph3P)4Pd (31 mg, 0.03 mmol) and Cul (6 mg) in a mixture of DMF (5 mL) and Et3N (5 mL) as solvent at 80° C. for 4 hrs. Upon completion, the reaction mixture was concentrated and the residue was chromatographed on a silica gel column with neat CH3CN then THF ... Starting materials: O=C1CCC(=O)N1Br, ClC(Cl)(Cl)Cl, CC(C)(C#N)N=NC(C)(C)C#N, Cc1cccc(-c2ccccc2)c1. Product: BrCc1cccc(-c2ccccc2)c1. RXN SMILES: [Br:14][N:15]1[C:16](=[O:17])[CH2:18][CH2:19][C:20]1=[O:21].[C:34]([Cl:35])([Cl:36])([Cl:37])[Cl:38].[N:22]#[C:23][C:24]([N:25]=[N:26][C:27]([C:28]#[N:29])([CH3:30])[CH3:31])([CH3:32])[CH3:33].[c:1]1(-[c:7]2[cH:8][c:9]([CH3:13])[cH:10][cH:11][cH:12]2)[cH:2][cH:3][cH:4][cH:5][cH:6]1>>[c:1]1(-[c:7]2[cH:8][c:9]([CH2:13][Br:14])[cH:10][cH:11][cH:12]2)[cH:2][cH:3][cH:4][cH:5][cH:6]1.